From a dataset of the Open Reaction Database (ORD), a public repository of structured organic reaction records. describe an organic reaction: reactants, conditions, products, and yield The reactants are CCN(CC)CCN1CCc2[nH]c(C=O)c(C)c2C1=O, COc1ccc2c(c1)CC(=O)N2. The product is CCN(CC)CCN1CCc2[nH]c(C=C3C(=O)Nc4ccc(OC)cc43)c(C)c2C1=O. As a reaction SMILES: [CH2:1]([CH3:2])[N:3]([CH2:4][CH2:5][N:6]1[C:7](=[O:18])[c:8]2[c:9]([nH:12][c:13]([CH:16]=[O:17])[c:14]2[CH3:15])[CH2:10][CH2:11]1)[CH2:19][CH3:20].[O:21]([CH3:22])[c:23]1[cH:24][c:25]2[c:29]([cH:30][cH:31]1)[NH:28][C:27](=[O:32])[CH2:26]2>>[CH2:1]([CH3:2])[N:3]([CH2:4][CH2:5][N:6]1[C:7](=[O:18])[c:8]2[c:9]([nH:12][c:13]([CH:16]=[C:26]3[c:25]4[cH:24][c:23]([O:21][CH3:22])[cH:31][cH:30][c:29]4[NH:28][C:27]3=[O:32])[c:14]2[CH3:15])[CH2:10][CH2:11]1)[CH2:19][CH3:20]. Starting materials: CC(C)(C)S(N)=O, ClCCl, O=Cc1cc(C(F)(F)F)ccc1C(F)(F)F, O. The product is CC(C)(C)S(=O)N=Cc1cc(C(F)(F)F)ccc1C(F)(F)F. RXN SMILES: [C:17]([CH3:18])([CH3:19])([CH3:20])[S:21](=[O:22])[NH2:23].[Cl:24][CH2:25][Cl:26].[F:1][C:2]([c:3]1[c:4]([CH:5]=[O:6])[cH:7][c:8]([C:11]([F:12])([F:13])[F:14])[cH:9][cH:10]1)([F:15])[F:16].[OH2:27]>>[F:1][C:2]([c:3]1[c:4]([CH:5]=[N:23][S:21]([C:17]([CH3:18])([CH3:19])[CH3:20])=[O:22])[cH:7][c:8]([C:11]([F:12])([F:13])[F:14])[cH:9][cH:10]1)([F:15])[F:16]. The reactants are ClC(Cl)(OC(OC(Cl)(Cl)Cl)=O)Cl (triphosgene), NC1CN(CC1)C(=O)OC(C)(C)C (3-amino-1-tert-butoxycarbonylpyrrolidine), NC1=C(C(=O)NC2=NC=C(C=C2)Cl)C=CC=C1 (2-amino-N-(5-chloropyridin-2-yl)benzamide), C(C)(C)(C)OC(=O)N1CC(CC1)O (1-tert-butoxycarbonyl-3-hydroxy-pyrrolidine), [N-]=C=O (isocyanate). Run in C(Cl)Cl (methylene chloride), C(C)N(CC)CC (triethylamine), C(Cl)Cl (methylene chloride), C(C)N(CC)CC (triethylamine), C(Cl)Cl (methylene chloride). Conditions: time 16 hour. The product is C(C)(C)(C)OC(=O)N1CC(CC1)NC(=O)NC1=C(C(=O)NC2=NC=C(C=C2)Cl)C=CC=C1 (2-[(1-tert-Butoxycarbonylpyrrolidin-3-ylaminocarbonyl)amino]-N-(5-chloropyridin-2-yl)benzamide). The yield is 35.0%. As a reaction SMILES: [NH2:1][CH:2]1[CH2:6][CH2:5][N:4]([C:7]([O:9][C:10]([CH3:13])([CH3:12])[CH3:11])=[O:8])[CH2:3]1.[C:14]([O:18]C(N1CCC(O)C1)=O)(C)(C)C.ClC(Cl)(OC(=O)OC(Cl)(Cl)Cl)Cl.[NH2:39][C:40]1[CH:55]=[CH:54][CH:53]=[CH:52][C:41]=1[C:42]([NH:44][C:45]1[CH:50]=[CH:49][C:48]([Cl:51])=[CH:47][N:46]=1)=[O:43].[N-]=C=O>C(Cl)Cl.C(N(CC)CC)C>[C:10]([O:9][C:7]([N:4]1[CH2:5][CH2:6][CH:2]([NH:1][C:14]([NH:39][C:40]2[CH:55]=[CH:54][CH:53]=[CH:52][C:41]=2[C:42]([NH:44][C:45]2[CH:50]=[CH:49][C:48]([Cl:51])=[CH:47][N:46]=2)=[O:43])=[O:18])[CH2:3]1)=[O:8])([CH3:13])([CH3:12])[CH3:11]. Reported procedure: A solution of 3-amino-1-tert-butoxycarbonylpyrrolidine (200 mg, 1.08 mmol; prepared from 1-tert-butoxycarbonyl-3-hydroxy-pyrrolidine using a similar procedure to that described in Example 77-B) and triethylamine (0.38 mL) in methylene chloride (3.5 mL) was added dropwise to a solution of triphosgene (120 mg, 0.403 mmol) in methylene chloride (2 mL). After complete addition, a solution of 2-amino-N-(5-chloropyridin-2-yl)benzamide (242 mg, 0.983 mmol) and triethylamine (0.38 mL) in methylene chlor...